This data is from the Open Reaction Database (ORD), a public repository of structured organic reaction records. The task is: describe an organic reaction: reactants, conditions, products, and yield The reactants are CC(C)(C)O, CSc1ncc2c(n1)Nc1ccccc1-n1nnnc1-2, CC(C)(C)[O-], Fc1ccc(CBr)cc1F, [K+], CN(C)C=O. Yields the product CSc1ncc2c(n1)N(Cc1ccc(F)c(F)c1)c1ccccc1-n1nnnc1-2. As a reaction SMILES: [C:42]([OH:43])([CH3:44])([CH3:45])[CH3:46].[CH3:1][S:2][c:3]1[n:4][cH:5][c:6]2[c:12]([n:13]1)[NH:11][c:10]1[c:9]([cH:17][cH:16][cH:15][cH:14]1)-[n:8]1[c:7]-2[n:20][n:19][n:18]1.[CH3:21][C:22]([CH3:23])([O-:24])[CH3:25].[F:27][c:28]1[cH:29][c:30]([CH2:31][Br:32])[cH:33][cH:34][c:35]1[F:36].[K+:26].[O:37]=[CH:38][N:39]([CH3:40])[CH3:41]>>[CH3:1][S:2][c:3]1[n:4][cH:5][c:6]2[c:12]([n:13]1)[N:11]([CH2:31][c:30]1[cH:29][c:28]([F:27])[c:35]([F:36])[cH:34][cH:33]1)[c:10]1[c:9]([cH:17][cH:16][cH:15][cH:14]1)-[n:8]1[c:7]-2[n:20][n:19][n:18]1. The reactants are CC#N, CCOC(C)=O, O=C1CCC(=O)N1Cl, Nc1ccc(-c2ccccc2C(F)(F)F)cc1[N+](=O)[O-]. Yields the product Nc1c(Cl)cc(-c2ccccc2C(F)(F)F)cc1[N+](=O)[O-]. Reaction SMILES: [CH3:21][C:22]#[N:23].[CH3:32][CH2:33][O:34][C:35]([CH3:36])=[O:37].[Cl:24][N:25]1[C:26](=[O:27])[CH2:28][CH2:29][C:30]1=[O:31].[N+:1](=[O:2])([O-:3])[c:4]1[cH:5][c:6](-[c:11]2[c:12]([C:17]([F:18])([F:19])[F:20])[cH:13][cH:14][cH:15][cH:16]2)[cH:7][cH:8][c:9]1[NH2:10]>>[N+:1](=[O:2])([O-:3])[c:4]1[cH:5][c:6](-[c:11]2[c:12]([C:17]([F:18])([F:19])[F:20])[cH:13][cH:14][cH:15][cH:16]2)[cH:7][c:8]([Cl:24])[c:9]1[NH2:10]. Starting materials: ClC(C(=O)OCC)C1=C2C=CC(N(C2=C(C=C1)OC)C)=O (ethyl chloro-(8-methoxy-1-methyl-2-oxo-1,2-dihydroquinolin-5-yl)acetate), NC(=S)N (thiourea), C(C)(=O)[O-].[Na+] (sodium acetate). The product is COC=1C=CC(=C2C=CC(N(C12)C)=O)C1C(NC(S1)=O)=O (5-(8-methoxy-1-methyl-2-oxo-1,2-dihydroquinolin-5-yl)thiazolidine-2,4-dione). Reported procedure: 3.02 g of ethyl chloro-(8-methoxy-1-methyl-2-oxo-1,2-dihydroquinolin-5-yl)acetate, 1.4 g of thiourea, and 2 g of sodium acetate were added to 50 ml of methoxyethanol, followed by stirring at 110° C. for 2.5 hours. The reaction mixture was concentrated under reduced pressure. Water was added to the residue to precipitate a solid, and the precipitated solid was collected by filtration. The collected solid was added to a mixed solvent of 30 ml of 10% hydrochloric acid and 30 ml of ethanol, followed... The solvent is COC(C)O (methoxyethanol). Yield: 56.6%. Conditions: temperature 110 celsius, time 2.5 hour. Reaction SMILES: Cl[CH:2]([C:8]1[CH:17]=[CH:16][C:15]([O:18][CH3:19])=[C:14]2[C:9]=1[CH:10]=[CH:11][C:12](=[O:21])[N:13]2[CH3:20])[C:3]([O:5]CC)=O.[NH2:22][C:23](N)=[S:24].C([O-])(=[O:28])C.[Na+]>COC(O)C>[CH3:19][O:18][C:15]1[CH:16]=[CH:17][C:8]([CH:2]2[S:24][C:23](=[O:28])[NH:22][C:3]2=[O:5])=[C:9]2[C:14]=1[N:13]([CH3:20])[C:12](=[O:21])[CH:11]=[CH:10]2 |f:2.3|. Reaction SMILES: [CH2:15]([c:16]1[cH:17][cH:18][cH:19][cH:20][cH:21]1)[O:22][c:23]1[cH:24][cH:25][c:26]([CH2:27][Cl:28])[cH:29][cH:30]1.[CH2:1]([CH2:2][CH3:3])[CH:4]([C:5](=[O:6])[O:7][CH2:8][CH3:9])[C:10](=[O:11])[O:12][CH2:13][CH3:14].[H-:31].[Na+:32]>>[CH2:1]([CH2:2][CH3:3])[C:4]([C:5](=[O:6])[O:7][CH2:8][CH3:9])([C:10](=[O:11])[O:12][CH2:13][CH3:14])[CH2:27][c:26]1[cH:25][cH:24][c:23]([O:22][CH2:15][c:16]2[cH:17][cH:18][cH:19][cH:20][cH:21]2)[cH:30][cH:29]1. Reactants: ClCc1ccc(OCc2ccccc2)cc1, CCCC(C(=O)OCC)C(=O)OCC, [H-], [Na+]. The product is CCCC(Cc1ccc(OCc2ccccc2)cc1)(C(=O)OCC)C(=O)OCC. RXN SMILES: [NH2:1][CH2:2][C@@H:3]([C:5]1[CH:6]=[C:7]([CH:13]=[CH:14][C:15]=1[F:16])[NH:8][S:9]([CH3:12])(=[O:11])=[O:10])[OH:4].[C:17]([OH:26])(=[O:25])[C@@H:18]([C@H:20]([C:22]([OH:24])=[O:23])[OH:21])[OH:19].C(O)C>O>[C:22]([C@@H:20]([C@H:18]([C:17]([OH:26])=[O:25])[OH:19])[OH:21])([OH:24])=[O:23].[NH2:1][CH2:2][C@@H:3]([C:5]1[CH:6]=[C:7]([CH:13]=[CH:14][C:15]=1[F:16])[NH:8][S:9]([CH3:12])(=[O:10])=[O:11])[OH:4] |f:4.5|. Solvent: O (water). Reactants: NC[C@H](O)C=1C=C(NS(=O)(=O)C)C=CC1F ((R)-(-)-3'-(2-amino-1-hydroxyethyl)-4'-fluoromethanesulfonanilide), C([C@H](O)[C@@H](O)C(=O)O)(=O)O (L-(+)-tartaric acid), C(C)O (ethanol). Reported procedure: Crude (R)-(-)-3'-(2-amino-1-hydroxyethyl)-4'-fluoromethanesulfonanilide (15.8 g) and 9.6 g of L-(+)-tartaric acid were dissolved in water, ethanol was added thereto and the crystals separated out thereby were collected and repeatedly recrystallized from water-ethanol to give 16 g of (R)-(-)-3'-(2-amino-1-hydroxyethyl)-4'-fluoromethanesulfonanilide L-(+)-tartrate. M.p. 91°-92 ° C. The product is C(=O)(O)[C@H](O)[C@@H](O)C(=O)O.NC[C@H](O)C=1C=C(NS(=O)(=O)C)C=CC1F ((R)-(-)-3'-(2-amino-1-hydroxyethyl)-4'-fluoromethanesulfonanilide L-(+)-tartrate). Yield: 63.1%. Reactants: ClC[C@@H](CC1=CC(=CC=C1)OCC(CCC)CCC)O ((R)-1-chloro-3-(3-(2-propylpentyloxy)phenyl)propan-2-ol), [N-]=[N+]=[N-].[Na+] (sodium azide). Yields the product N(=[N+]=[N-])C[C@@H](CC1=CC(=CC=C1)OCC(CCC)CCC)O ((R)-1-azido-3-(3-(2-propylpentyloxy)phenyl)propan-2-ol). Reaction SMILES: Cl[CH2:2][C@H:3]([OH:20])[CH2:4][C:5]1[CH:10]=[CH:9][CH:8]=[C:7]([O:11][CH2:12][CH:13]([CH2:17][CH2:18][CH3:19])[CH2:14][CH2:15][CH3:16])[CH:6]=1.[N-:21]=[N+:22]=[N-:23].[Na+]>>[N:21]([CH2:2][C@H:3]([OH:20])[CH2:4][C:5]1[CH:10]=[CH:9][CH:8]=[C:7]([O:11][CH2:12][CH:13]([CH2:17][CH2:18][CH3:19])[CH2:14][CH2:15][CH3:16])[CH:6]=1)=[N+:22]=[N-:23] |f:1.2|. Reported procedure: Treatment of (R)-1-chloro-3-(3-(2-propylpentyloxy)phenyl)propan-2-ol with sodium azide following the method used in Example 66 gave (R)-1-azido-3-(3-(2-propylpentyloxy)phenyl)propan-2-ol which was used without further purification. Reactants: C(C)[Mg]Br (Ethyl magnesium bromide), IC=1N=CN(C1)C (4-iodo-1-methyl-1H-imidazole), C(CCC)[Sn](CCCC)(CCCC)Cl (tributyltin chloride). The solvent is C1CCOC1 (THF), C1CCOC1 (THF). Reaction conditions: time 2 hour. Yields the product CN1C=NC(=C1)[Sn](CCCC)(CCCC)CCCC (1-methyl-4-(tributylstannyl)-1H-imidazole). RXN SMILES: C([Mg]Br)C.I[C:6]1[N:7]=[CH:8][N:9]([CH3:11])[CH:10]=1.[CH2:12]([Sn:16](Cl)([CH2:21][CH2:22][CH2:23][CH3:24])[CH2:17][CH2:18][CH2:19][CH3:20])[CH2:13][CH2:14][CH3:15]>C1COCC1>[CH3:11][N:9]1[CH:10]=[C:6]([Sn:16]([CH2:17][CH2:18][CH2:19][CH3:20])([CH2:21][CH2:22][CH2:23][CH3:24])[CH2:12][CH2:13][CH2:14][CH3:15])[N:7]=[CH:8]1. Procedure: 3 M Ethyl magnesium bromide in THF (11.0 ml, 33.0 mmol) was added dropwise to a solution of 4-iodo-1-methyl-1H-imidazole (5.61 g, 27.0 mmol) in THF (50 ml) at −78° C. After stirring for 2 h, tributyltin chloride (8.0 ml, 29.5 mmol) was added. After stirring for an additional 2 h, the solution was concentrated under reduced pressure. The residue was flash chromatographed (hexane:ethyl acetate) to yield 1-methyl-4-(tributylstannyl)-1H-imidazole. Method [7] Retention time 7.34 min by HPLC (MH+ 373)... Starting materials: ClC=1C=C(C=CC1[N+](=O)[O-])N1CCN(CC1)C (1-(3-Chloro-4-nitro-phenyl)-4-methyl-piperazine), C(C)(=O)O (Acetic acid). The reagents and catalysts are [Fe] (Iron). The solvent is O1CCCC1 (Tetrahydrofuran). Run at temperature 35 celsius. Yields the product ClC1=C(C=CC(=C1)N1CCN(CC1)C)N (2-Chloro-4-(4-methyl-piperazin-1-yl)-phenylamine). Yield: 24.7%. RXN SMILES: [Cl:1][C:2]1[CH:3]=[C:4]([N:11]2[CH2:16][CH2:15][N:14]([CH3:17])[CH2:13][CH2:12]2)[CH:5]=[CH:6][C:7]=1[N+:8]([O-])=O.C(O)(=O)C>[Fe].O1CCCC1>[Cl:1][C:2]1[CH:3]=[C:4]([N:11]2[CH2:16][CH2:15][N:14]([CH3:17])[CH2:13][CH2:12]2)[CH:5]=[CH:6][C:7]=1[NH2:8]. Procedure details: 1-(3-Chloro-4-nitro-phenyl)-4-methyl-piperazine (2.016 g, 7.885 mmol) was combined with Tetrahydrofuran (30 mL). The resulting mixture was filtered. The filtrate was combined with Acetic acid (40 mL, 700 mmol), then at room temperature Iron (2932 mg, 52.50 mmol) was added neat and the mixture was warmed to 35° C. under a nitrogen atmosphere. After 16 h filtered mixture and concentrated resulting filtrate under reduced pressure. The concentrated residue was partitioned between CHCl3 (2×) and satu...